This data is from the Open Reaction Database (ORD), a public repository of structured organic reaction records. The task is: describe an organic reaction: reactants, conditions, products, and yield The reactants are C(C)(C)(C)O[C@H](C(=O)OCC)C1=C(C2=CC(=C(C=C2C=C1C)C=C)F)OS(=O)(=O)C(F)(F)F ((S)-ethyl 2-tert-butoxy-2-(7-fluoro-3-methyl-1-(trifluoromethylsulfonyloxy)-6-vinylnaphthalen-2-yl)acetate). The reagents and catalysts are [Pd] (Palladium on carbon). Solvent: C(C)O (ethanol). Conditions: time 4 hour. Product: C(C)(C)(C)O[C@H](C(=O)OCC)C1=C(C2=CC(=C(C=C2C=C1C)CC)F)OS(=O)(=O)C(F)(F)F ((S)-ethyl 2-tert-butoxy-2-(6-ethyl-7-fluoro-3-methyl-1-(trifluoromethylsulfonyloxy)naphthalen-2-yl)acetate). As a reaction SMILES: [C:1]([O:5][C@@H:6]([C:12]1[C:21]([CH3:22])=[CH:20][C:19]2[C:14](=[CH:15][C:16]([F:25])=[C:17]([CH:23]=[CH2:24])[CH:18]=2)[C:13]=1[O:26][S:27]([C:30]([F:33])([F:32])[F:31])(=[O:29])=[O:28])[C:7]([O:9][CH2:10][CH3:11])=[O:8])([CH3:4])([CH3:3])[CH3:2]>[Pd].C(O)C>[C:1]([O:5][C@@H:6]([C:12]1[C:21]([CH3:22])=[CH:20][C:19]2[C:14](=[CH:15][C:16]([F:25])=[C:17]([CH2:23][CH3:24])[CH:18]=2)[C:13]=1[O:26][S:27]([C:30]([F:32])([F:33])[F:31])(=[O:29])=[O:28])[C:7]([O:9][CH2:10][CH3:11])=[O:8])([CH3:3])([CH3:4])[CH3:2]. Procedure details: A mixture of (S)-ethyl 2-tert-butoxy-2-(7-fluoro-3-methyl-1-(trifluoromethylsulfonyloxy)-6-vinylnaphthalen-2-yl)acetate (23 mg, 0.050 mmol) and 10% Palladium on carbon (5 mg) in ethanol (2.0 mL) was stirred under a hydrogen atmosphere for 4 hours, then filtered through a pad of Celite. Filtrate was concentrated to give a thin film (23 mg) that was used in the next step without further purification.